From a dataset of the Open Reaction Database (ORD), a public repository of structured organic reaction records. describe an organic reaction: reactants, conditions, products, and yield Starting materials: CCOC(C)=O, COc1cc([N+](=O)[O-])cnc1OC. The product is COc1cc(N)cnc1OC. Reaction SMILES: [CH3:14][CH2:15][O:16][C:17]([CH3:18])=[O:19].[CH3:1][O:2][c:3]1[n:4][cH:5][c:6]([N+:11]([O-:12])=[O:13])[cH:7][c:8]1[O:9][CH3:10]>>[CH3:1][O:2][c:3]1[n:4][cH:5][c:6]([NH2:11])[cH:7][c:8]1[O:9][CH3:10]. As a reaction SMILES: [C:31]([O:32][BH-:33]([O:34][C:35](=[O:36])[CH3:37])[O:38][C:39](=[O:40])[CH3:41])(=[O:42])[CH3:43].[CH2:1]1[CH2:2][NH:3][CH2:4]1.[CH:5]1([CH2:8][N:9]([c:10]2[cH:11][c:12]([C:16](=[O:17])[NH:18][c:19]3[c:20]([CH3:27])[cH:21][c:22]([CH:25]=[O:26])[cH:23][cH:24]3)[n:13][cH:14][n:15]2)[CH2:28][CH2:29][CH3:30])[CH2:6][CH2:7]1.[Cl:45][CH2:46][Cl:47].[Na+:44]>>[CH2:1]1[CH2:2][N:3]([CH2:25][c:22]2[cH:21][c:20]([CH3:27])[c:19]([NH:18][C:16]([c:12]3[cH:11][c:10]([N:9]([CH2:8][CH:5]4[CH2:6][CH2:7]4)[CH2:28][CH2:29][CH3:30])[n:15][cH:14][n:13]3)=[O:17])[cH:24][cH:23]2)[CH2:4]1. Yields the product CCCN(CC1CC1)c1cc(C(=O)Nc2ccc(CN3CCC3)cc2C)ncn1. Reactants: CC(=O)O[BH-](OC(C)=O)OC(C)=O, C1CNC1, CCCN(CC1CC1)c1cc(C(=O)Nc2ccc(C=O)cc2C)ncn1, ClCCl, [Na+].